This data is from the Open Reaction Database (ORD), a public repository of structured organic reaction records. The task is: describe an organic reaction: reactants, conditions, products, and yield The reactants are C[C@](C(=O)NOC1OCCCC1)(CCN1N=CC(=C1)C1=NC2=CC=CC=C2N=C1)S(=O)(=O)C ((2R)-2-methyl-2-(methylsulfonyl)-4-[4-(quinoxalin-2-yl)-1H-pyrazol-1-yl]-N-(tetrahydro-2H-pyran-2-yloxy)butanamide), Cl (HCl). Solvent: CCO (EtOH). Conditions: time 8 hour. Yields the product ONC([C@@](CCN1N=CC(=C1)C1=NC2=CC=CC=C2N=C1)(S(=O)(=O)C)C)=O ((2R)—N-hydroxy-2-methyl-2-(methylsulfonyl)-4-[4-(quinoxalin-2-yl)-1H-pyrazol-1-yl]butanamide). Isolated yield 6.0%. Reaction SMILES: [CH3:1][C@@:2]([S:30]([CH3:33])(=[O:32])=[O:31])([CH2:13][CH2:14][N:15]1[CH:19]=[C:18]([C:20]2[CH:29]=[N:28][C:27]3[C:22](=[CH:23][CH:24]=[CH:25][CH:26]=3)[N:21]=2)[CH:17]=[N:16]1)[C:3]([NH:5][O:6]C1CCCCO1)=[O:4].Cl>CCO>[OH:6][NH:5][C:3](=[O:4])[C@:2]([CH3:1])([S:30]([CH3:33])(=[O:32])=[O:31])[CH2:13][CH2:14][N:15]1[CH:19]=[C:18]([C:20]2[CH:29]=[N:28][C:27]3[C:22](=[CH:23][CH:24]=[CH:25][CH:26]=3)[N:21]=2)[CH:17]=[N:16]1. Procedure: To a solution of (2R)-2-methyl-2-(methylsulfonyl)-4-[4-(quinoxalin-2-yl)-1H-pyrazol-1-yl]-N-(tetrahydro-2H-pyran-2-yloxy)butanamide (0.685 g, 1.62 mmol, 1 eq) in EtOH (8 mL) was added 1M HCl (4 mL). The reaction mixture was allowed to stir at RT overnight. The reaction mixture was concentrated and azeotroped with MeOH to remove water to give (2R)—N-hydroxy-2-methyl-2-(methylsulfonyl)-4-[4-(quinoxalin-2-yl)-1H-pyrazol-1-yl]butanamide (38 mg, 86% yield) as a light yellow solid. 1H NMR (400 MHz, DM...